This data is from the Open Reaction Database (ORD), a public repository of structured organic reaction records. The task is: describe an organic reaction: reactants, conditions, products, and yield Reactants: reduced iron, [Cl-].[NH4+] (ammonium chloride), OC=1C=CC=2N(C1)C=C(N2)NC(=O)C2CC2 (N-(6-hydroxyimidazo[1,2-a]pyridin-2-yl)cyclopropanecarboxamide), FC1=C(C=C(C=C1)[N+](=O)[O-])Cl (4-fluoro-3-chloro-1-nitrobenzene), C([O-])([O-])=O.[Cs+].[Cs+] (cesium carbonate), [Cl-].[NH4+] (ammonium chloride). The solvent is C(C)O (ethanol), O1CCCC1 (tetrahydrofuran), O (water), C(C)(=O)OCC (ethyl acetate), O1CCCC1 (tetrahydrofuran), CS(=O)C (dimethyl sulfoxide), C(C)(=O)OCC (Ethyl acetate). Reaction conditions: time 6 hour. Yields the product NC1=CC(=C(OC=2C=CC=3N(C2)C=C(N3)NC(=O)C3CC3)C=C1)Cl (N-[6-(4-amino-2-chlorophenoxy)imidazo[1,2-a]pyridin-2-yl]cyclopropanecarboxamide). Yield: 56.2%. As a reaction SMILES: [OH:1][C:2]1[CH:3]=[CH:4][C:5]2[N:6]([CH:8]=[C:9]([NH:11][C:12]([CH:14]3[CH2:16][CH2:15]3)=[O:13])[N:10]=2)[CH:7]=1.F[C:18]1[CH:23]=[CH:22][C:21]([N+:24]([O-])=O)=[CH:20][C:19]=1[Cl:27].C(=O)([O-])[O-].[Cs+].[Cs+].[Cl-].[NH4+]>CS(C)=O.C(O)C.C(OCC)(=O)C.O1CCCC1.O>[NH2:24][C:21]1[CH:22]=[CH:23][C:18]([O:1][C:2]2[CH:3]=[CH:4][C:5]3[N:6]([CH:8]=[C:9]([NH:11][C:12]([CH:14]4[CH2:15][CH2:16]4)=[O:13])[N:10]=3)[CH:7]=2)=[C:19]([Cl:27])[CH:20]=1 |f:2.3.4,5.6|. Procedure details: To a solution of N-(6-hydroxyimidazo[1,2-a]pyridin-2-yl)cyclopropanecarboxamide (200 mg, 0.921 mmol) and 4-fluoro-3-chloro-1-nitrobenzene (193 mg, 1.11 mmol) in dimethyl sulfoxide (2 mL) was added cesium carbonate (450 mg, 1.38 mmol), and the mixture was stirred at room temperature for 6 hr. Ethyl acetate and saturated aqueous ammonium chloride solution were added to the reaction mixture, and the mixture was extracted 3 times with ethyl acetate. The organic layer was washed with saturated brine,...